This data is from the Open Reaction Database (ORD), a public repository of structured organic reaction records. The task is: describe an organic reaction: reactants, conditions, products, and yield RXN SMILES: Cl.BrC1SC2=NC(N)=CN2C=1.[C:12]([O:16][C:17](=[O:45])[NH:18][C@@H:19]([C:39]1[CH:44]=CC=C[CH:40]=1)[C:20]([N:22]1[CH2:26][CH2:25][CH2:24][C@@H:23]1[C:27](=[O:38])[NH:28][C:29]1[N:30]=[C:31]2[N:35]([CH:36]=1)[CH:34]=[C:33]([Br:37])[S:32]2)=[O:21])(C)(C)C>>[CH3:12][O:16][C:17](=[O:45])[NH:18][C@H:19]([C:20]([N:22]1[CH2:26][CH2:25][CH2:24][C@H:23]1[C:27](=[O:38])[NH:28][C:29]1[N:30]=[C:31]2[N:35]([CH:36]=1)[CH:34]=[C:33]([Br:37])[S:32]2)=[O:21])[CH:39]([CH3:44])[CH3:40] |f:0.1|. Procedure details: Compound 12b was synthesized from compound 11 (0.33 mmol) and compound 3b (0.495 mmol), following the procedure as described for compound 12a, to give compound 12b as a yellow oil in 44% yield. 1H NMR (DMSO-d6, 400 MHz) δ (ppm) 0.93 (dd, 6H), 1.70-2.00 (m, 4H), 2.01-2.10 (m, 1H), 3.51 (s, 3H), 3.59 (m, 1H), 3.82 (m, 1H), 4.00 (t, 1H), 4.51 (dd, 1H), 7.34 (d, 1H), 7.80 (s, 1H), 8.15 (s, 1H), 10.64 (s, 1H); MS (ESI, EI+) m/z=472-474 (MH+). Product: COC(N[C@@H](C(C)C)C(=O)N1[C@@H](CCC1)C(NC=1N=C2SC(=CN2C1)Br)=O)=O ((S,S)-{1-[2-(2-bromo-imidazo[2,1-b]thiazol-6-ylcarbamoyl)-pyrrolidine-1-carbonyl]-2-methyl-propyl}-carbamic acid methyl ester). The reactants are Cl.BrC1=CN2C(S1)=NC(=C2)N (2-bromo-imidazo[2,1-b]thiazol-6-ylamine hydrochloride), compound 3b, C(C)(C)(C)OC(N[C@H](C(=O)N1[C@H](CCC1)C(NC=1N=C2SC(=CN2C1)Br)=O)C1=CC=CC=C1)=O ((S,R)-{2-[2-(2-bromo-imidazo[2,1-b]thiazol-6-ylcarbamoyl)-pyrrolidin-1-yl]-2-oxo-1-phenyl-ethyl}-carbamic acid tert-butyl ester). Starting materials: C(C)OC(=O)CN1C(C(NC2=CC(=C(C=C12)N1C=C(C=C1)C=NO)C(F)(F)F)=O)=O (1-Ethoxycarbonylmethyl-7-(3-hydroxyiminomethyl-1-pyrrolyl)-6-trifluoromethyl-2,3(1H,4H)-quinoxalinedione), [OH-].[Li+] (lithium hydroxide). Solvent: O1CCCC1 (tetrahydrofuran), O (water). Reaction conditions: time 2 hour. Product: C(=O)(O)CN1C(C(NC2=CC(=C(C=C12)N1C=C(C=C1)C=NO)C(F)(F)F)=O)=O (1-Carboxymethyl-7-(3-hydroxyiminomethyl-1-pyrrolyl)-6-trifluoromethyl-2,3(1H,4H)-quinoxalinedione). RXN SMILES: C([O:3][C:4]([CH2:6][N:7]1[C:16]2[C:11](=[CH:12][C:13]([C:25]([F:28])([F:27])[F:26])=[C:14]([N:17]3[CH:21]=[CH:20][C:19]([CH:22]=[N:23][OH:24])=[CH:18]3)[CH:15]=2)[NH:10][C:9](=[O:29])[C:8]1=[O:30])=[O:5])C.[OH-].[Li+]>O1CCCC1.O>[C:4]([CH2:6][N:7]1[C:16]2[C:11](=[CH:12][C:13]([C:25]([F:28])([F:26])[F:27])=[C:14]([N:17]3[CH:21]=[CH:20][C:19]([CH:22]=[N:23][OH:24])=[CH:18]3)[CH:15]=2)[NH:10][C:9](=[O:29])[C:8]1=[O:30])([OH:5])=[O:3] |f:1.2|. Procedure details: 1.6 g (3.8 mmol) of the compound of Example 74 were dissolved in 100 ml of tetrahydrofuran, and 0.4 g (15.1 mmol) of lithium hydroxide dissolved in 25 ml of water was added. The mixture was stirred at room temperature for 2 h and then the tetrahydrofuran was removed under reduced pressure and the aqueous phase was acidified. The precipitate was filtered off with suction.